This data is from the Open Reaction Database (ORD), a public repository of structured organic reaction records. The task is: describe an organic reaction: reactants, conditions, products, and yield The product is C(CCC)OCCOC1=CC=C(C=C1)C=1C=CC2=C(C=C(CCN2CC2CCC2)C(=O)O)C1 (7-[4-(2-butoxyethoxy)phenyl]-1-cyclobutylmethyl-2,3-dihydro-1H-1-benzazepine-4-carboxylic acid). Solvent: CO (methanol), C1CCOC1 (THF). Reported procedure: In methanol (25 ml) and THF (25 ml) was dissolved methyl 7-[4-(2-butoxyethoxy)phenyl]-1-cyclobutylmethyl-2,3-dihydro-1H-1-benzazepine-4-carboxylate (0.47 g). To the solution was added 1N sodium hydroxide solution (10 ml), and the mixture was heated at 50° C. overnight, concentrated, neutralized with 1N hydrochloric acid and extracted with ethyl acetate. The organic layer was washed with water and saturated brine and dried with anhydrous magnesium sulfate. The solvent was evaporated to give 7-[4-... Yield: 87.8%. Reaction SMILES: [CH2:1]([O:5][CH2:6][CH2:7][O:8][C:9]1[CH:14]=[CH:13][C:12]([C:15]2[CH:16]=[CH:17][C:18]3[N:24]([CH2:25][CH:26]4[CH2:29][CH2:28][CH2:27]4)[CH2:23][CH2:22][C:21]([C:30]([O:32]C)=[O:31])=[CH:20][C:19]=3[CH:34]=2)=[CH:11][CH:10]=1)[CH2:2][CH2:3][CH3:4].[OH-].[Na+]>CO.C1COCC1>[CH2:1]([O:5][CH2:6][CH2:7][O:8][C:9]1[CH:10]=[CH:11][C:12]([C:15]2[CH:16]=[CH:17][C:18]3[N:24]([CH2:25][CH:26]4[CH2:27][CH2:28][CH2:29]4)[CH2:23][CH2:22][C:21]([C:30]([OH:32])=[O:31])=[CH:20][C:19]=3[CH:34]=2)=[CH:13][CH:14]=1)[CH2:2][CH2:3][CH3:4] |f:1.2|. Conditions: temperature 50 celsius. Starting materials: C(CCC)OCCOC1=CC=C(C=C1)C=1C=CC2=C(C=C(CCN2CC2CCC2)C(=O)OC)C1 (methyl 7-[4-(2-butoxyethoxy)phenyl]-1-cyclobutylmethyl-2,3-dihydro-1H-1-benzazepine-4-carboxylate), [OH-].[Na+] (sodium hydroxide). The reactants are CC1(OCC(O1)C(=O)NC=1C(=C(C(=C(C1I)COC(C)=O)I)COC(C)=O)I)C (5-(2,2,-Dimethyl-1,3-dioxolane-4-carbamido)-2,4,6-triiodo-1,3-di-(acetoxymethyl) benzene), C(C)(=O)OCCBr (2-bromoethyl acetate), crude product. Product: C(C)(=O)OCCN(C(=O)C1OC(OC1)(C)C)C=1C(=C(C(=C(C1I)COC(C)=O)I)COC(C)=O)I (5-[N-(2-Acetoxyethyl)-2,2-dimethyl-1,3-dioxolane-4-carbamido]-2,4,6-triiodo-1,3-diacetoxymethylbenzene). As a reaction SMILES: [CH3:1][C:2]1([CH3:29])[O:6][CH:5]([C:7]([NH:9][C:10]2[C:11]([I:28])=[C:12]([CH2:23][O:24][C:25](=[O:27])[CH3:26])[C:13]([I:22])=[C:14]([CH2:17][O:18][C:19](=[O:21])[CH3:20])[C:15]=2[I:16])=[O:8])[CH2:4][O:3]1.[C:30]([O:33][CH2:34][CH2:35]Br)(=[O:32])[CH3:31]>>[C:30]([O:33][CH2:34][CH2:35][N:9]([C:10]1[C:11]([I:28])=[C:12]([CH2:23][O:24][C:25](=[O:27])[CH3:26])[C:13]([I:22])=[C:14]([CH2:17][O:18][C:19](=[O:21])[CH3:20])[C:15]=1[I:16])[C:7]([CH:5]1[CH2:4][O:3][C:2]([CH3:29])([CH3:1])[O:6]1)=[O:8])(=[O:32])[CH3:31]. Reported procedure: 5-(2,2,-Dimethyl-1,3-dioxolane-4-carbamido)-2,4,6-triiodo-1,3-di-(acetoxymethyl) benzene was alkylated with 2-bromoethyl acetate according to Example 30a. The crude product, containing some O-alkylated material was used directly in next step. Starting materials: FC=1C=CC(=NC1)C1=CC=C(C=C1)CO ([4-(5-fluoro-2-pyridinyl)phenyl]methanol), C1(=CC=CC=C1)P(C1=CC=CC=C1)C1=CC=CC=C1 (triphenylphosphine), BrN1C(CCC1=O)=O (N-bromosuccinimide). Run in C(Cl)Cl (CH2Cl2). Reaction conditions: time 3 hour. Yields the product BrCC1=CC=C(C=C1)C1=NC=C(C=C1)F (2-[4-(bromomethyl)phenyl]-5-fluoropyridine). Yield: 87.2%. As a reaction SMILES: [F:1][C:2]1[CH:3]=[CH:4][C:5]([C:8]2[CH:13]=[CH:12][C:11]([CH2:14]O)=[CH:10][CH:9]=2)=[N:6][CH:7]=1.C1(P(C2C=CC=CC=2)C2C=CC=CC=2)C=CC=CC=1.[Br:35]N1C(=O)CCC1=O>C(Cl)Cl>[Br:35][CH2:14][C:11]1[CH:12]=[CH:13][C:8]([C:5]2[CH:4]=[CH:3][C:2]([F:1])=[CH:7][N:6]=2)=[CH:9][CH:10]=1. Reported procedure: A solution of alcohol 111 (305 mg, 1.50 mmol) and triphenylphosphine (474 mg, 1.81 mmol) in anhydrous CH2Cl2 (12 mL) was carefully treated with recrystallized N-bromosuccinimide (322 mg, 1.81 mmol) (water bath cooling), and the mixture was stirred at room temperature for 3 h. The resulting solution was concentrated, and then added to excess pentane at the top of a silica gel column (20 g in pentane), rinsing on with minimal extra CH2Cl2. Elution with pentane firstly gave foreruns, and then furth... The reactants are C(=O)(O)C(C)OC1=NN(C=N1)C1=CC(=CC=C1)C(F)(F)F (3-(1-carboxyethoxy)-1-(3-trifluoromethylphenyl)-1,2,4-1H-triazole), C(=O)(N1C=NC=C1)N1C=NC=C1 (carbonyldiimidazole), CN (methylamine). The product is CNC(=O)C(C)OC1=NN(C=N1)C1=CC(=CC=C1)C(F)(F)F (3-(1-methylaminocarbonylethoxy)-1-(3-trifluoromethylphenyl)-1,2,4-1H-triazole). Reaction SMILES: [C:1]([CH:4]([O:6][C:7]1[N:11]=[CH:10][N:9]([C:12]2[CH:17]=[CH:16][CH:15]=[C:14]([C:18]([F:21])([F:20])[F:19])[CH:13]=2)[N:8]=1)[CH3:5])([OH:3])=O.[C:22](N1C=CN=C1)([N:24]1C=CN=C1)=O.CN>>[CH3:22][NH:24][C:1]([CH:4]([O:6][C:7]1[N:11]=[CH:10][N:9]([C:12]2[CH:17]=[CH:16][CH:15]=[C:14]([C:18]([F:21])([F:20])[F:19])[CH:13]=2)[N:8]=1)[CH3:5])=[O:3]. Procedure: The process was carried out as was Example 45, starting with 3 g of the compound of Example 24, 3.4 g of carbonyldiimidazole and 3 ml of 40% aqueous methylamine. The product was not recrystallized, and amounted to 2.7 g of the desired product, m.p. 137°-139°. Reaction SMILES: [Cl:1][C:2]1[CH:7]=[CH:6][C:5]([CH2:8][CH2:9][C:10]([NH:12][CH3:13])=[O:11])=[CH:4][C:3]=1[CH2:14][OH:15]>CC#N.O=[Mn]=O>[Cl:1][C:2]1[CH:7]=[CH:6][C:5]([CH2:8][CH2:9][C:10]([NH:12][CH3:13])=[O:11])=[CH:4][C:3]=1[CH:14]=[O:15]. Run at time 1 hour. Reagents/catalysts: O=[Mn]=O (MnO2). Reactants: ClC1=C(C=C(C=C1)CCC(=O)NC)CO (3-(4-chloro-3-hydroxymethyl-phenyl)-N-methyl-propionamide). Yields the product ClC1=C(C=C(C=C1)CCC(=O)NC)C=O (3-(4-Chloro-3-formyl-phenyl)-N-methyl-propionamide). Procedure details: MnO2 (10.6 g, 110 mmol) was added to a sol. of 3-(4-chloro-3-hydroxymethyl-phenyl)-N-methyl-propionamide (2.50 g, 11.0 mmol) in CH3CN (223 mL). The mixture was stirred for 1 h at rt. The mixture was filtered over celite and washed with CH3CN and CH2Cl2. The filtrate was evaporated under reduced pressure, and the residue was dried under high vacuum to yield the crude title compound (2.30 g, 93%) that was used without further purification. LC-MS: tR=0.76 min; ES+: 267.30. The solvent is CC#N (CH3CN). Yield: 92.7%. Starting materials: C=C(C(=O)OCC)C(=O)OCC (diethyl methylenemalonate), malonic ester, C=O (formaldehyde), O=[O+][O-] (ozone). Reagents/catalysts: [Pd] (Pd). Run in CO (methanol), CO (methanol). Yields the product C(C(=O)C(=O)OCC)(=O)OCC (diethyl mesoxalate). The yield is 82.0%. Reaction SMILES: C=[C:2]([C:8]([O:10][CH2:11][CH3:12])=[O:9])[C:3]([O:5][CH2:6][CH3:7])=[O:4].C=O.[O:15]=[O+][O-]>CO.[Pd]>[C:8]([O:10][CH2:11][CH3:12])(=[O:9])[C:2]([C:3]([O:5][CH2:6][CH3:7])=[O:4])=[O:15]. Procedure: 258 g of diethyl methylenemalonate, prepared by a Knoevenagel condensation of malonic ester and formaldehyde, are dissolved in 1 liter of methanol and reacted with ozone, and subsequently hydrogenated, analogously to the procedure indicated in Example 5. 5 g of 10% Pd-on-C in 200 ml of methanol are initially taken as the hydrogenation catalyst. The consumption of hydrogen is 28.9 standard liters (86% of theory). Working up as in Example 5 and rectification in vacuo gives 214 g of diethyl mesoxal... Starting materials: resultant mixture, Cl (hydrochloric acid), C12C=CCCC2OC(C1)=O (7-oxabicyclo[4.3.0]non-2-en-8-one), [H-].C(C(C)C)[Al+]CC(C)C (diisobutylaluminum hydride), Cl (hydrochloric acid). Run in C(Cl)Cl (methylene chloride). Product: C12C=CCCC2OC(C1)O (7-oxabicyclo[4.3.0]non-2-en-8-ol). The yield is 87.8%. Reaction SMILES: [CH:1]12[CH2:9][C:8](=[O:10])[O:7][CH:6]1[CH2:5][CH2:4][CH:3]=[CH:2]2.[H-].C([Al+]CC(C)C)C(C)C.Cl>C(Cl)Cl>[CH:1]12[CH2:9][CH:8]([OH:10])[O:7][CH:6]1[CH2:5][CH2:4][CH:3]=[CH:2]2 |f:1.2|. Procedure details: A solution of 13.8 g of 7-oxabicyclo[4.3.0]non-2-en-8-one, prepared by following the procedures of E. J. Corey and T. Ravindranathan, Tetrahedron Letters, 4753 (1971), in 100 ml of dry methylene chloride (passed through Woelm activity grade I alumina prior to use) was stirred at -78° C. under argon as 19.0 ml (107 mmol) of diisobutylaluminum hydride was added dropwise over 0.5 hour. After 3 hours at -78° C. the reaction mixture was quenched at -78° C. by the slow addition of several ml of 10% aq... Reactants: CC1(OB(OC1(C)C)C=1C=NN(C1)C(C1=CC=CC=C1)(C1=CC=CC=C1)C1=CC=CC=C1)C (4-(4,4,5,5-Tetramethyl-(1,3,2)dioxaborolan-2-yl)-1-trityl-1H-pyrazole), C([O-])([O-])=O.[Na+].[Na+] (sodium carbonate), BrC=1C(=NC=CC1)N (3-bromo-pyridine-2-ylamine), C1(=CC=CC=C1)C (toluene). Reagents/catalysts: C=1C=CC(=CC1)[P](C=2C=CC=CC2)(C=3C=CC=CC3)[Pd]([P](C=4C=CC=CC4)(C=5C=CC=CC5)C=6C=CC=CC6)([P](C=7C=CC=CC7)(C=8C=CC=CC8)C=9C=CC=CC9)[P](C=1C=CC=CC1)(C=1C=CC=CC1)C=1C=CC=CC1 (tetrakis(triphenylphosphine)palladium). The solvent is C(C)O (ethanol). Run at temperature 95 celsius, time 1 hour. Product: C(C1=CC=CC=C1)(C1=CC=CC=C1)(C1=CC=CC=C1)N1N=CC(=C1)C=1C(=NC=CC1)N (3-(1-Trityl-1H-pyrazol-4-yl)-pyridin-2-ylamine). The yield is 86.6%. RXN SMILES: CC1(C)C(C)(C)OB([C:9]2[CH:10]=[N:11][N:12]([C:14]([C:27]3[CH:32]=[CH:31][CH:30]=[CH:29][CH:28]=3)([C:21]3[CH:26]=[CH:25][CH:24]=[CH:23][CH:22]=3)[C:15]3[CH:20]=[CH:19][CH:18]=[CH:17][CH:16]=3)[CH:13]=2)O1.Br[C:35]1[C:36]([NH2:41])=[N:37][CH:38]=[CH:39][CH:40]=1.C1(C)C=CC=CC=1.C(=O)([O-])[O-].[Na+].[Na+]>C1C=CC([P]([Pd]([P](C2C=CC=CC=2)(C2C=CC=CC=2)C2C=CC=CC=2)([P](C2C=CC=CC=2)(C2C=CC=CC=2)C2C=CC=CC=2)[P](C2C=CC=CC=2)(C2C=CC=CC=2)C2C=CC=CC=2)(C2C=CC=CC=2)C2C=CC=CC=2)=CC=1.C(O)C>[C:14]([N:12]1[CH:13]=[C:9]([C:35]2[C:36]([NH2:41])=[N:37][CH:38]=[CH:39][CH:40]=2)[CH:10]=[N:11]1)([C:21]1[CH:22]=[CH:23][CH:24]=[CH:25][CH:26]=1)([C:27]1[CH:32]=[CH:31][CH:30]=[CH:29][CH:28]=1)[C:15]1[CH:16]=[CH:17][CH:18]=[CH:19][CH:20]=1 |f:3.4.5,^1:58,60,79,98|. Procedure: 4-(4,4,5,5-Tetramethyl-(1,3,2)dioxaborolan-2-yl)-1-trityl-1H-pyrazole (3.2 g, 7.33 mmol) described in Manufacturing Example 32-1-2, 3-bromo-pyridine-2-ylamine (1.14 g, 6.60 mmol), tetrakis(triphenylphosphine)palladium (0) (424 mg, 0.37 mmol), toluene (40 mL), 2 M aqueous sodium carbonate solution (10 mL) and ethanol (20 mL) were stirred for 1 hour at 95° C. The reaction solution was allowed to room temperature, and partitioned into water and ethyl acetate. The ethyl acetate layer was washed with... Reactants: C1CCOC1, COC(=O)CN1CCN(c2ccc(OC)c(OC3CCCC3)c2)CC1Cc1ccccc1, [Li+], [OH-], O. Yields the product COc1ccc(N2CCN(CC(=O)O)C(Cc3ccccc3)C2)cc1OC1CCCC1. As a reaction SMILES: [CH2:36]1[O:37][CH2:38][CH2:39][CH2:40]1.[CH3:1][O:2][C:3]([CH2:4][N:5]1[CH:6]([CH2:25][c:26]2[cH:27][cH:28][cH:29][cH:30][cH:31]2)[CH2:7][N:8]([c:11]2[cH:12][c:13]([O:19][CH:20]3[CH2:21][CH2:22][CH2:23][CH2:24]3)[c:14]([O:17][CH3:18])[cH:15][cH:16]2)[CH2:9][CH2:10]1)=[O:32].[Li+:35].[OH-:34].[OH2:33]>>[O:2]=[C:3]([CH2:4][N:5]1[CH:6]([CH2:25][c:26]2[cH:27][cH:28][cH:29][cH:30][cH:31]2)[CH2:7][N:8]([c:11]2[cH:12][c:13]([O:19][CH:20]3[CH2:21][CH2:22][CH2:23][CH2:24]3)[c:14]([O:17][CH3:18])[cH:15][cH:16]2)[CH2:9][CH2:10]1)[OH:32]. The reactants are CC(=CC(=O)\N=C(/SC)\N1CCCC1)C ((Z)-methyl N-3-methylbut-2-enoylpyrrolidine-1-carbimidothioate), C(C(=O)O)(=O)O.C(C)NN (ethylhydrazine oxalate), C(C)(C)N(C(C)C)CC (N,N-diisopropyl ethyl amine). Run in O1CCOCC1 (dioxane), C(C)(=O)OCC (ethyl acetate). Conditions: temperature 100 celsius, time 3 hour. Yields the product C(C)N1N=C(N=C1C=C(C)C)N1CCCC1 (1-ethyl-5-(2-methyl-propenyl)-3-pyrrolidin-1-yl-1H-[1,2,4]triazole). Isolated yield 38.1%. RXN SMILES: [CH3:1][C:2]([CH3:15])=[CH:3][C:4](/[N:6]=[C:7](/[N:10]1[CH2:14][CH2:13][CH2:12][CH2:11]1)\SC)=O.C(O)(=O)C(O)=O.[CH2:22]([NH:24][NH2:25])[CH3:23].C(N(CC)C(C)C)(C)C>O1CCOCC1.C(OCC)(=O)C>[CH2:22]([N:24]1[C:4]([CH:3]=[C:2]([CH3:15])[CH3:1])=[N:6][C:7]([N:10]2[CH2:14][CH2:13][CH2:12][CH2:11]2)=[N:25]1)[CH3:23] |f:1.2|. Reported procedure: A mixture of (Z)-methyl N-3-methylbut-2-enoylpyrrolidine-1-carbimidothioate (1.19 g, 5.26 mmol, Eq: 1.00), ethylhydrazine oxalate (2.37 g, 15.8 mmol, Eq: 3) and N,N-diisopropyl ethyl amine (5.44 g, 7.15 ml, 42.1 mmol, Eq: 8) in dioxane (20 ml) was heated to 100° C., the resulting suspension was stirred for 3 hours at 100° C. The mixture was diluted with ethyl acetate and washed with water for 3 times. The organic layer was separated, dried over magnesium sulfate, filtrated and evaporated. The cr...